Dataset: the Open Reaction Database (ORD), a public repository of structured organic reaction records. Task: describe an organic reaction: reactants, conditions, products, and yield Starting materials: C(C(C)=C)Cl (methallyl chloride), C=CC=C (butadiene). Conditions: time 1 hour. The product is C=CC=C.C(C(C)=C)Cl (methallyl chloride butadiene). As a reaction SMILES: [CH2:1]([Cl:5])[C:2](=[CH2:4])[CH3:3].[CH2:6]=[CH:7][CH:8]=[CH2:9]>>[CH2:6]=[CH:7][CH:8]=[CH2:9].[CH2:1]([Cl:5])[C:2](=[CH2:3])[CH3:4] |f:2.3|. Procedure: About 10 parts by weight of a fine granular hydrated silica, 30 parts by weight of methallyl chloride and then 10 parts by weight of butadiene are slowly added at ambient temperature and pressure in a closed system while agitating for about 1 hour, thereby producing a small amount of poly (methallyl chloride butadiene) copolymer. Then 50 parts by weight of water, containing 0.5 parts by weight of soap, 0.04 parts by weight of potassium persulfate, 0.02 parts by weight of ferric sulfate are added... Reactants: C1CN2CCN1CC2 (DABCO), ClC1=NC=C(C=C1N=C(CC1=CC=C(C=C1)F)C1=CC=NC=C1)C ((2-Chloro-5-methyl-pyridin-3-yl)-[2-(4-fluoro-phenyl)-1-pyridin-4-yl-ethylidene]-amine), O (water). The reagents and catalysts are Cl[Pd]([P](C1=CC=CC=C1)(C2=CC=CC=C2)C3=CC=CC=C3)([P](C4=CC=CC=C4)(C5=CC=CC=C5)C6=CC=CC=C6)Cl (bis(triphenylphosphine)palladium dichloride). Run in CN(C=O)C (dimethylformamide). Run at temperature 120 celsius, time 5 hour. The product is FC1=CC=C(C=C1)C1=C(NC=2C1=NC=C(C2)C)C2=CC=NC=C2 (3-(4-Fluoro-phenyl)-6-methyl-2-pyridin-4-yl-1H-pyrrolo[3,2-b]pyridine). The yield is 96.5%. Reaction SMILES: Cl[C:2]1[C:7]([N:8]=[C:9]([C:18]2[CH:23]=[CH:22][N:21]=[CH:20][CH:19]=2)[CH2:10][C:11]2[CH:16]=[CH:15][C:14]([F:17])=[CH:13][CH:12]=2)=[CH:6][C:5]([CH3:24])=[CH:4][N:3]=1.C1N2CCN(CC2)C1.O>CN(C)C=O.Cl[Pd](Cl)([P](C1C=CC=CC=1)(C1C=CC=CC=1)C1C=CC=CC=1)[P](C1C=CC=CC=1)(C1C=CC=CC=1)C1C=CC=CC=1>[F:17][C:14]1[CH:15]=[CH:16][C:11]([C:10]2[C:2]3=[N:3][CH:4]=[C:5]([CH3:24])[CH:6]=[C:7]3[NH:8][C:9]=2[C:18]2[CH:23]=[CH:22][N:21]=[CH:20][CH:19]=2)=[CH:12][CH:13]=1 |^1:41,60|. Reported procedure: 6.15 g (18.1 mmoles) of (2-Chloro-5-methyl-pyridin-3-yl)-[2-(4-fluoro-phenyl)-1-pyridin-4-yl-ethylidene]-amine are dissolved in 100 mL of dimethylformamide under nitrogen. 6.4 g of DABCO (56 mmoles) and 610 mg of bis(triphenylphosphine)palladium dichloride are subsequently added to the reaction mixture which is stirred for 5 hours at 120° C. The cooled reaction mixture is then poured into water and extracted with ethyl acetate. The organic phase is washed with water and dried over magnesium sulf... Starting materials: NC=1C=CC2=C(O[C@H](CO2)COS(=O)(=O)C2=CC=C(C=C2)C)C1C=NO (Toluene-4-sulfonic acid (2R)-7-amino-8-(hydroximino-methyl)-2,3-dihydrobenzo[1,4]dioxin-2-ylmethyl ester), C(OCC)(OCC)OCC (triethyl orthoformate). The product is O1C(COC=2C1=C1C=NC=NC1=CC2)COS(=O)(=O)C2=CC=C(C=C2)C (2,3-Dihydro[1,4]dioxino[2,3-f]quinazolin-2-ylmethyl-4-methylbenzenesulfonate). RXN SMILES: [NH2:1][C:2]1[CH:3]=[CH:4][C:5]2[O:10][CH2:9][C@H:8]([CH2:11][O:12][S:13]([C:16]3[CH:21]=[CH:20][C:19]([CH3:22])=[CH:18][CH:17]=3)(=[O:15])=[O:14])[O:7][C:6]=2[C:23]=1[CH:24]=[N:25]O.[CH:27](OCC)(OCC)OCC>>[O:7]1[C:6]2=[C:23]3[C:2](=[CH:3][CH:4]=[C:5]2[O:10][CH2:9][CH:8]1[CH2:11][O:12][S:13]([C:16]1[CH:17]=[CH:18][C:19]([CH3:22])=[CH:20][CH:21]=1)(=[O:14])=[O:15])[N:1]=[CH:27][N:25]=[CH:24]3. Procedure details: Toluene-4-sulfonic acid (2R)-7-amino-8-(hydroximino-methyl)-2,3-dihydrobenzo[1,4]dioxin-2-ylmethyl ester (3.0 g, 7.9 mmole) was suspended in triethyl orthoformate under nitrogen, brought to a rapid boil and refluxed for 18 hours. The reaction mixture was cooled and the solvent evaporated. The residue was dissolved in methylene chloride (100 mL) and the solution obtained was washed with saturated sodium chloride (100 mL), dried over magnesium sulfate and evaporated to a brown gum (2.7 g) which co... Starting materials: BrC=1C=C(N(N1)C1=NC=CC=C1Cl)C=1OC(C2=C(N1)C(=CC(=N2)Cl)C)=O (2-[5-bromo-2-(3-chloro-pyridin-2-yl)-2H-pyrazol-3-yl]-6-chloro-8-methyl-pyrido[3,2-d][1,3]oxazin-4-one), COC(=O)N(N)C (N-methyl-hydrazinecarboxylic acid methyl ester). The solvent is CN(C)C=O (DMF). Conditions: temperature 80 celsius, time 3 hour. Product: COC(=O)N(NC(=O)C1=NC(=CC(=C1NC(=O)C=1N(N=C(C1)Br)C1=NC=CC=C1Cl)C)Cl)C (N′-(3-{[5-bromo-2-(3-chloro-pyridin-2-yl)-2H-pyrazole-3-carbonyl]-amino}-6-chloro-4-methyl-pyridine-2-carbonyl)-N-methyl-hydrazinecarboxylic acid methyl ester). Isolated yield 65.1%. Reaction SMILES: [Br:1][C:2]1[CH:3]=[C:4]([C:14]2[O:15][C:16](=[O:26])[C:17]3[N:23]=[C:22]([Cl:24])[CH:21]=[C:20]([CH3:25])[C:18]=3[N:19]=2)[N:5]([C:7]2[C:12]([Cl:13])=[CH:11][CH:10]=[CH:9][N:8]=2)[N:6]=1.[CH3:27][O:28][C:29]([N:31]([CH3:33])[NH2:32])=[O:30]>CN(C=O)C>[CH3:27][O:28][C:29]([N:31]([CH3:33])[NH:32][C:16]([C:17]1[C:18]([NH:19][C:14]([C:4]2[N:5]([C:7]3[C:12]([Cl:13])=[CH:11][CH:10]=[CH:9][N:8]=3)[N:6]=[C:2]([Br:1])[CH:3]=2)=[O:15])=[C:20]([CH3:25])[CH:21]=[C:22]([Cl:24])[N:23]=1)=[O:26])=[O:30]. Reported procedure: 2-[5-Bromo-2-(3-chloro-pyridin-2-yl)-2H-pyrazol-3-yl]-6-chloro-8-methyl-pyrido[3,2-d][1,3]oxazin-4-one (140 mg) (example 7, step 4) was dissolved in DMF (10 mL) and N-methyl-hydrazinecarboxylic acid methyl ester (161 mg) was added. The solution was stirred for 3 hours at 80° C., then 12 hours at room temperature and again for 3.5 hours at 80° C. The reaction mixture was quenched was diluted with MTB-ether and washed 4× with water, washed with brine, dried over MgSO4 and concentrated in vacuum. T... Reactants: COC=1C=C2C(=CN(C2=CC1OC)C)C1=CC=2C(=NC=CC2CNCCC2=CC=CC=C2)N1S(=O)(=O)C1=CC=C(C=C1)C ([2-(5,6-dimethoxy-1-methyl-1H-indol-3-yl)-1-(toluene-4-sulfonyl)-1H-pyrrolo[2,3-b]pyrid-4-ylmethyl]phenylethylamine), [OH-].[K+] (potassium hydroxide). Product: COC=1C=C2C(=CN(C2=CC1OC)C)C1=CC=2C(=NC=CC2CNCCC2=CC=CC=C2)N1 ([2-(5,6-dimethoxy-1-methyl-1H-indol-3-yl)-1H-pyrrolo[2,3-b]pyrid-4-ylmethyl]-phenylethylamine). The yield is 32.1%. Reaction SMILES: [CH3:1][O:2][C:3]1[CH:4]=[C:5]2[C:9](=[CH:10][C:11]=1[O:12][CH3:13])[N:8]([CH3:14])[CH:7]=[C:6]2[C:15]1[N:33](S(C2C=CC(C)=CC=2)(=O)=O)[C:18]2=[N:19][CH:20]=[CH:21][C:22]([CH2:23][NH:24][CH2:25][CH2:26][C:27]3[CH:32]=[CH:31][CH:30]=[CH:29][CH:28]=3)=[C:17]2[CH:16]=1.[OH-].[K+]>>[CH3:1][O:2][C:3]1[CH:4]=[C:5]2[C:9](=[CH:10][C:11]=1[O:12][CH3:13])[N:8]([CH3:14])[CH:7]=[C:6]2[C:15]1[NH:33][C:18]2=[N:19][CH:20]=[CH:21][C:22]([CH2:23][NH:24][CH2:25][CH2:26][C:27]3[CH:28]=[CH:29][CH:30]=[CH:31][CH:32]=3)=[C:17]2[CH:16]=1 |f:1.2|. Reported procedure: [2-(5,6-Dimethoxy-1-methyl-1H-indol-3-yl)-1H-pyrrolo-[2,3-b]pyrid-4-ylmethyl]phenylethylamine is prepared as described in Example 179a starting with 0.16 g of [2-(5,6-dimethoxy-1-methyl-1H-indol-3-yl)-1-(toluene-4-sulfonyl)-1H-pyrrolo[2,3-b]pyrid-4-ylmethyl]phenylethylamine instead of the [2-(5,6-dimethoxy-1-methyl-1H-indol-3-yl)-1-(toluene-4-sulfonyl)-1H-pyrrolo[2,3-b]pyrid-4-ylmethyl](4-trifluoromethylsulfanylbenzyl)amine used in Example 179a and 1.2 cm3 of 5N potassium hydroxide. 0.038 g of [... The reactants are C(CCC)C1=NOC(=C1/C=C/C=1SC(=C(N1)C)C(=O)O)C (2-[(E)-2-(3-butyl-5-methyl-isoxazol-4-yl)-vinyl]-4-methyl-thiazole-5-carboxylic acid), NN1CCOCC1 (4-aminomorpholine). The product is N1(CCOCC1)NC(=O)C1=C(N=C(S1)\C=C\C=1C(=NOC1C)CCCC)C (2-[(E)-2-(3-Butyl-5-methyl-isoxazol-4-yl)-vinyl]-4-methyl-thiazole-5-carboxylic acid morpholin-4-ylamide). Yield: 37.0%. As a reaction SMILES: [CH2:1]([C:5]1[C:9](/[CH:10]=[CH:11]/[C:12]2[S:13][C:14]([C:18]([OH:20])=O)=[C:15]([CH3:17])[N:16]=2)=[C:8]([CH3:21])[O:7][N:6]=1)[CH2:2][CH2:3][CH3:4].[NH2:22][N:23]1[CH2:28][CH2:27][O:26][CH2:25][CH2:24]1>>[N:23]1([NH:22][C:18]([C:14]2[S:13][C:12](/[CH:11]=[CH:10]/[C:9]3[C:5]([CH2:1][CH2:2][CH2:3][CH3:4])=[N:6][O:7][C:8]=3[CH3:21])=[N:16][C:15]=2[CH3:17])=[O:20])[CH2:28][CH2:27][O:26][CH2:25][CH2:24]1. Procedure details: As described for example 102, 2-[(E)-2-(3-butyl-5-methyl-isoxazol-4-yl)-vinyl]-4-methyl-thiazole-5-carboxylic acid (90 mg, 0.29 mmol) was converted, using 4-aminomorpholine instead of 1,1-dimethylhydrazine, to the title compound (43 mg, 37%) which was obtained as an off white solid. MS: m/e=391.3 [M+H]+. Starting materials: O=C1COCC(c2cc(N=C(c3ccccc3)c3ccccc3)ccc2F)(C2CC2)N1, COc1ccc(P2(=S)SP(=S)(c3ccc(OC)cc3)S2)cc1, CCOC(C)=O, C1CCOC1. Product: Fc1ccc(N=C(c2ccccc2)c2ccccc2)cc1C1(C2CC2)COCC(=S)N1. As a reaction SMILES: [C:1]([c:2]1[cH:3][cH:4][cH:5][cH:6][cH:7]1)([c:8]1[cH:9][cH:10][cH:11][cH:12][cH:13]1)=[N:14][c:15]1[cH:16][cH:17][c:18]([F:31])[c:19]([C:21]2([CH:28]3[CH2:29][CH2:30]3)[NH:22][C:23](=[O:27])[CH2:24][O:25][CH2:26]2)[cH:20]1.[CH3:32][O:33][c:34]1[cH:35][cH:36][c:37]([P:38]2(=[S:41])[S:39][P:40]([c:42]3[cH:43][cH:44][c:45]([O:46][CH3:47])[cH:48][cH:49]3)(=[S:50])[S:51]2)[cH:52][cH:53]1.[CH3:59][CH2:60][O:61][C:62](=[O:63])[CH3:64].[O:54]1[CH2:55][CH2:56][CH2:57][CH2:58]1>>[C:1]([c:2]1[cH:3][cH:4][cH:5][cH:6][cH:7]1)([c:8]1[cH:9][cH:10][cH:11][cH:12][cH:13]1)=[N:14][c:15]1[cH:16][cH:17][c:18]([F:31])[c:19]([C:21]2([CH:28]3[CH2:29][CH2:30]3)[NH:22][C:23](=[S:41])[CH2:24][O:25][CH2:26]2)[cH:20]1. Reactants: C12CN(CC(CC1)O2)C2=NC(=NC(=C2)OC(C)C)O (4-(8-Oxa-3-azabicyclo[3.2.1]octan-3-yl)-6-isopropoxypyrimidin-2-ol), O=P(Cl)(Cl)Cl (POCl3). Conditions: temperature 100 celsius, time 16 hour. The product is ClC1=NC(=CC(=N1)N1CC2CCC(C1)O2)OC(C)C (3-(2-Chloro-6-isopropoxypyrimidin-4-yl)-8-oxa-3-azabicyclo[3.2.1]octane). Isolated yield 46.0%. Reaction SMILES: [CH:1]12[O:8][CH:5]([CH2:6][CH2:7]1)[CH2:4][N:3]([C:9]1[CH:14]=[C:13]([O:15][CH:16]([CH3:18])[CH3:17])[N:12]=[C:11](O)[N:10]=1)[CH2:2]2.O=P(Cl)(Cl)[Cl:22]>>[Cl:22][C:11]1[N:10]=[C:9]([N:3]2[CH2:4][CH:5]3[O:8][CH:1]([CH2:7][CH2:6]3)[CH2:2]2)[CH:14]=[C:13]([O:15][CH:16]([CH3:18])[CH3:17])[N:12]=1. Reported procedure: In a 25 mL round-bottomed flask was placed 4-(8-oxa-3-azabicyclo[3.2.1]octan-3-yl)-6-isopropoxypyrimidin-2-ol (31, 215 mg, 0.810 mmol) in POCl3 (20 ml) to give a fine off-white suspension. The mixture was stirred at 100° C. for 16 h. The mixture was cooled to room temperature, concentrated, diluted with dichloromethane, and washed with saturated NaHCO3. The aqueous phase was made basic with NaOH (5N) to pH 10 and extracted with dichloromethane. The combined organic phases were dried over MgSO4, ... Starting materials: BrC(C(=O)C1=CC=C(C=C1)F)C1=CC=C(C=C1)S(=O)(=O)C (2-bromo-1-(4-fluorophenyl)-2-(4-methylsulfonylphenyl) ethanone), CNC(=S)N (N-methylthiourea). Run in C(C)O (ethanol). Product: FC1=CC=C(C=C1)C=1N=C(SC1C1=CC=C(C=C1)S(=O)(=O)C)NC (4-(4-fluorophenyl)-5-(4-methylsulfonylphenyl)-2-methylaminothiazole). Isolated yield 38.8%. Reaction SMILES: Br[CH:2]([C:12]1[CH:17]=[CH:16][C:15]([S:18]([CH3:21])(=[O:20])=[O:19])=[CH:14][CH:13]=1)[C:3]([C:5]1[CH:10]=[CH:9][C:8]([F:11])=[CH:7][CH:6]=1)=O.[CH3:22][NH:23][C:24]([NH2:26])=[S:25]>C(O)C>[F:11][C:8]1[CH:9]=[CH:10][C:5]([C:3]2[N:26]=[C:24]([NH:23][CH3:22])[S:25][C:2]=2[C:12]2[CH:17]=[CH:16][C:15]([S:18]([CH3:21])(=[O:20])=[O:19])=[CH:14][CH:13]=2)=[CH:6][CH:7]=1. Procedure details: To a solution of 2-bromo-1-(4-fluorophenyl)-2-(4-methylsulfonylphenyl)ethanone (Example 26, Step 2) (0.355 g, 0.959 mmol) in ethanol (10 mL) in a 25 mL round bottom flask was added N-methylthiourea (0.086 g, 0.959 mmol). The solution was heated to reflux for 14 hours and cooled to room temperature. The resulting suspension was concentrated in vacuo, suspended in ethyl acetate (100 mL) and washed with NaHCO3 saturated solution (3×10 mL), dried over sodium sulfate and filtered. Isooctane was added...